Dataset: the Open Reaction Database (ORD), a public repository of structured organic reaction records. Task: describe an organic reaction: reactants, conditions, products, and yield The reactants are C(C)N1C(CCC1)CNC(=O)C=1C=C(C=CC1)C1NC2=CC=C(C=C2CC1(C)C)C(=O)OC (methyl 2-(3-((1-ethylpyrrolidin-2-yl)methylcarbamoyl)phenyl)-3,3-dimethyl-1,2,3,4-tetrahydroquinoline-6-carboxylate), [OH-].[Na+] (sodium hydroxide). Run in CO (methanol). The product is C(C)N1C(CCC1)CNC(=O)C=1C=C(C=CC1)C1NC2=CC=C(C=C2CC1(C)C)C(=O)O (2-(3-((1-Ethylpyrrolidin-2-yl)methylcarbamoyl)phenyl)-3,3-dimethyl-1,2,3,4-tetrahydroquinoline-6-carboxylic acid). RXN SMILES: [CH2:1]([N:3]1[CH2:7][CH2:6][CH2:5][CH:4]1[CH2:8][NH:9][C:10]([C:12]1[CH:13]=[C:14]([CH:18]2[C:27]([CH3:29])([CH3:28])[CH2:26][C:25]3[C:20](=[CH:21][CH:22]=[C:23]([C:30]([O:32]C)=[O:31])[CH:24]=3)[NH:19]2)[CH:15]=[CH:16][CH:17]=1)=[O:11])[CH3:2].[OH-].[Na+]>CO>[CH2:1]([N:3]1[CH2:7][CH2:6][CH2:5][CH:4]1[CH2:8][NH:9][C:10]([C:12]1[CH:13]=[C:14]([CH:18]2[C:27]([CH3:29])([CH3:28])[CH2:26][C:25]3[C:20](=[CH:21][CH:22]=[C:23]([C:30]([OH:32])=[O:31])[CH:24]=3)[NH:19]2)[CH:15]=[CH:16][CH:17]=1)=[O:11])[CH3:2] |f:1.2|. Reported procedure: A mixture of methyl 2-(3-((1-ethylpyrrolidin-2-yl)methylcarbamoyl)phenyl)-3,3-dimethyl-1,2,3,4-tetrahydroquinoline-6-carboxylate (44 mg, 0.1 mmol) in methanol (1.6 mL) and 1 M sodium hydroxide aqueous solution (1.27 mL, 1.27 mmol) was heated to reflux for 30 min, LC-MS showed the reaction was complete and only the desired product formed. The solvent was concentrate in vacuo and the residue was dissolved in water and acidified with 1 M hydrochloric acid solution. The off-white precipitated solid ... Starting materials: C(C)OC(=O)C1=CNN(C1=O)C1=CC=CC=C1 (4-Ethoxycarbonyl-1-phenyl-3-pyrazolin-5-one), Cl (HCl). Run in [OH-].[Na+] (sodium hydroxide). Product: C1(=CC=CC=C1)N1NC=CC1=O (1-phenyl-3-pyrazolin-5-one). Yield: 72.7%. Reaction SMILES: C(OC([C:6]1[C:10](=[O:11])[N:9]([C:12]2[CH:17]=[CH:16][CH:15]=[CH:14][CH:13]=2)[NH:8][CH:7]=1)=O)C.Cl>[OH-].[Na+]>[C:12]1([N:9]2[C:10](=[O:11])[CH:6]=[CH:7][NH:8]2)[CH:17]=[CH:16][CH:15]=[CH:14][CH:13]=1 |f:2.3|. Reported procedure: 4-Ethoxycarbonyl-1-phenyl-3-pyrazolin-5-one (2.139 g, 9.2 mmol) in 1N sodium hydroxide (50 ml) was stirred under nitrogen at vigorous reflux for three hours. The reaction mixture was allowed to cool and acidified (HCl) to pH 3.5, whereupon ethyl acetate extraction, followed by drying (MgSO4) and evaporation produced the desired product (1.072 g, 72%) δ max(CHCl3) 1705, 1595, 1495 cm-1 δ(D6 -DMSO) 5.60 (1H,d,J2 Hz, C4 proton), 7.60 (6H, m, phenyl protons and C3 proton) Found; M+ ; 160.0641. C9H8N... Procedure details: 2-Chloro-5-methyl-4-phenyl-3-pyridinecarboxylic acid was used in place of 2-chloro-4-phenyl-3-pyridinecarboxylic acid in Step 2 in Reference Example 12, reacted with N-[3,5-bis(trifluoromethyl)benzyl]-N-(3-hydroxypropyl)amine that had been obtained in Step 1 in Reference Example 23, in place of N-[3,5-bis(trifluoromethyl)benzyl]-N-(2-hydroxyethyl)amine, and treated in the same manner as in Step 2 in Reference Example 12, to obtain the entitled compound as a pale yellow oil. RXN SMILES: ClC1C([C:8](O)=[O:9])=C(C2C=CC=CC=2)C(C)=CN=1.[F:18][C:19]([F:37])([F:36])[C:20]1[CH:21]=[C:22]([CH:29]=[C:30]([C:32]([F:35])([F:34])[F:33])[CH:31]=1)[CH2:23][NH:24][CH2:25]CCO>>[F:35][C:32]([F:34])([F:33])[C:30]1[CH:29]=[C:22]([CH:21]=[C:20]([C:19]([F:37])([F:36])[F:18])[CH:31]=1)[CH2:23][NH:24][CH2:25][CH2:8][OH:9]. Reactants: ClC1=NC=C(C(=C1C(=O)O)C1=CC=CC=C1)C (2-Chloro-5-methyl-4-phenyl-3-pyridinecarboxylic acid), FC(C=1C=C(CNCCCO)C=C(C1)C(F)(F)F)(F)F (N-[3,5-bis(trifluoromethyl)benzyl]-N-(3-hydroxypropyl)amine). Product: FC(C=1C=C(CNCCO)C=C(C1)C(F)(F)F)(F)F (N-[3,5-bis(trifluoromethyl)benzyl]-N-(2-hydroxyethyl)amine). Reactants: CCC(CC)(CC)C([O-])([O-])[O-], CC(=O)O, CC#N, NC(CO)(CO)CCc1ccc(OCc2ccccc2)cc1. Product: CC1=NC(CO)(CCc2ccc(OCc3ccccc3)cc2)CO1. RXN SMILES: [CH2:23]([CH3:24])[C:25]([CH2:26][CH3:27])([CH2:28][CH3:29])[C:30]([O-:31])([O-:32])[O-:33].[CH3:34][C:35](=[O:36])[OH:37].[CH3:38][C:39]#[N:40].[NH2:1][C:2]([CH2:3][OH:4])([CH2:5][OH:6])[CH2:7][CH2:8][c:9]1[cH:10][cH:11][c:12]([O:15][CH2:16][c:17]2[cH:18][cH:19][cH:20][cH:21][cH:22]2)[cH:13][cH:14]1>>[N:1]1=[C:23]([CH3:24])[O:4][CH2:3][C:2]1([CH2:5][OH:6])[CH2:7][CH2:8][c:9]1[cH:10][cH:11][c:12]([O:15][CH2:16][c:17]2[cH:18][cH:19][cH:20][cH:21][cH:22]2)[cH:13][cH:14]1. Starting materials: Cc1cc([N+](=O)[O-])c(Cl)cc1Oc1ccnc2[nH]nc(I)c12, COc1ccc(CCl)cc1, [K+], [K+], O=C([O-])[O-], CN(C)C=O, O. Yields the product COc1ccc(Cn2nc(I)c3c(Oc4cc(Cl)c([N+](=O)[O-])cc4C)ccnc32)cc1. As a reaction SMILES: [Cl:1][c:2]1[c:3]([N+:20](=[O:21])[O-:22])[cH:4][c:5]([CH3:19])[c:6]([O:7][c:8]2[c:9]3[c:10]([n:11][cH:12][cH:13]2)[nH:14][n:15][c:16]3[I:17])[cH:18]1.[Cl:34][CH2:35][c:36]1[cH:37][cH:38][c:39]([O:42][CH3:43])[cH:40][cH:41]1.[K+:28].[K+:29].[O-:30][C:31]([O-:32])=[O:33].[O:23]=[CH:24][N:25]([CH3:26])[CH3:27].[OH2:44]>>[Cl:1][c:2]1[c:3]([N+:20](=[O:21])[O-:22])[cH:4][c:5]([CH3:19])[c:6]([O:7][c:8]2[c:9]3[c:10]([n:11][cH:12][cH:13]2)[n:14]([CH2:35][c:36]2[cH:37][cH:38][c:39]([O:42][CH3:43])[cH:40][cH:41]2)[n:15][c:16]3[I:17])[cH:18]1.